Task: describe an organic reaction: reactants, conditions, products, and yield. Dataset: the Open Reaction Database (ORD), a public repository of structured organic reaction records Reactants: C(C)N1C=NC=C1 (1-ethylimidazole), ClCCS(=O)(=O)Cl (2-chloroethanesulfonyl chloride). Solvent: CN(C)C=O (DMF). Run at time 12 hour. The product is [Cl-].C(C)[N+]1=CN(C=C1)CCS(=O)(=O)Cl (1-ethyl-3-chlorosulfonylethylimidazolium chloride). As a reaction SMILES: [CH2:1]([N:3]1[CH:7]=[CH:6][N:5]=[CH:4]1)[CH3:2].[Cl:8][CH2:9][CH2:10][S:11]([Cl:14])(=[O:13])=[O:12]>CN(C=O)C>[Cl-:8].[CH2:1]([N+:3]1[CH:7]=[CH:6][N:5]([CH2:9][CH2:10][S:11]([Cl:14])(=[O:13])=[O:12])[CH:4]=1)[CH3:2] |f:3.4|. Reported procedure: To DMF were added 2.1 g of 1-ethylimidazole and 5.0 g of 2-chloroethanesulfonyl chloride. This mixture was stirred at room temperature for 12 hours. The resultant reaction mixture was concentrated under a reduced pressure and then added dropwise to ether to obtain 1-ethyl-3-chlorosulfonylethylimidazolium chloride as a reddish-brown substance. To this reaction product was added 20 g of a 10% aqueous poly(allylamine) solution, followed by 200 ml of water. The mixture was reacted at 100° C. for 2 d... As a reaction SMILES: [O:1]1[CH:5]=[CH:4][C:3]([C:6]2[CH:7]=[CH:8][C:9]([CH3:13])=[C:10]([CH:12]=2)[NH2:11])=[CH:2]1.[Cl:14][C:15]1[CH:20]=[CH:19][C:18]([NH:21][C:22](=[O:29])[CH2:23][S:24][CH2:25][C:26](O)=[O:27])=[C:17]([C:30]([O:32]C)=[O:31])[CH:16]=1>>[Cl:14][C:15]1[CH:20]=[CH:19][C:18]([NH:21][C:22](=[O:29])[CH2:23][S:24][CH2:25][C:26]([NH:11][C:10]2[CH:12]=[C:6]([C:3]3[CH:4]=[CH:5][O:1][CH:2]=3)[CH:7]=[CH:8][C:9]=2[CH3:13])=[O:27])=[C:17]([CH:16]=1)[C:30]([OH:32])=[O:31]. The product is ClC=1C=CC(=C(C(=O)O)C1)NC(CSCC(=O)NC1=C(C=CC(=C1)C1=COC=C1)C)=O (5-chloro-2-(([(2-([5-(furan-3-yl)-2-methylphenyl]amino)-2-oxoethyl)sulfanyl]acetyl)amino)benzoic acid). Procedure: Using the same method as in Example 15-(i), 5-(furan-3-yl)-2-methylaniline was reacted with the [(2-([4-chloro-2-(methoxycarbonyl)phenyl]amino)-2-oxoethyl)sulfanyl]acetic acid obtained in Example 12-(i) to give 5-chloro-2-(([(2-([5-(furan-3-yl)-2-methylphenyl]amino)-2-oxoethyl)sulfanyl]acetyl)amino)benzoic acid.methyl ester (yield: 74%). Reactants: O1C=C(C=C1)C=1C=CC(=C(N)C1)C (5-(furan-3-yl)-2-methylaniline), ClC1=CC(=C(C=C1)NC(CSCC(=O)O)=O)C(=O)OC ([(2-([4-chloro-2-(methoxycarbonyl)phenyl]amino)-2-oxoethyl)sulfanyl]acetic acid). The reactants are C(=O)(C(F)(F)F)O (TFA), C1(=CC=CC=C1)S(=O)(=O)N1C=CC2=C3C(=CC=C12)OCCN(C3)C(=O)OC(C)(C)C (tert-Butyl 8-(phenylsulfonyl)-1,3,4,8-tetrahydro-2H-[1,4]oxazepino[6,7-e]indole-2-carboxylate), C1(=CC=CC=C1)S(=O)(=O)N1C=CC2=C3C(=CC=C12)OCCN(C3)C(=O)OC(C)(C)C (tert-Butyl 8-(phenylsulfonyl)-1,3,4,8-tetrahydro-2H-[1,4]oxazepino[6,7-e]indole-2-carboxylate), ClN1C(CCC1=O)=O (N-chlorosuccinimide). Run in C(Cl)(Cl)Cl (CHCl3). Reaction conditions: temperature 70 celsius, time 10 minute. Yields the product FC(C(=O)O)(F)F.ClC1=CN(C2=CC=C3C(=C12)CNCCO3)S(=O)(=O)C3=CC=CC=C3 (10-Chloro-8-(phenylsulfonyl)-1,3,4,8-tetrahydro-2H-[1,4]oxazepino[6,7-e]indole trifluoroacetate). RXN SMILES: [C:1]1([S:7]([N:10]2[C:18]3[C:13](=[C:14]4[CH2:23][N:22](C(OC(C)(C)C)=O)[CH2:21][CH2:20][O:19][C:15]4=[CH:16][CH:17]=3)[CH:12]=[CH:11]2)(=[O:9])=[O:8])[CH:6]=[CH:5][CH:4]=[CH:3][CH:2]=1.[Cl:31]N1C(=O)CCC1=O.[C:39]([OH:45])([C:41]([F:44])([F:43])[F:42])=[O:40]>C(Cl)(Cl)Cl>[F:42][C:41]([F:44])([F:43])[C:39]([OH:45])=[O:40].[Cl:31][C:12]1[C:13]2[C:18](=[CH:17][CH:16]=[C:15]3[O:19][CH2:20][CH2:21][NH:22][CH2:23][C:14]3=2)[N:10]([S:7]([C:1]2[CH:6]=[CH:5][CH:4]=[CH:3][CH:2]=2)(=[O:9])=[O:8])[CH:11]=1 |f:4.5|. Procedure: tert-Butyl 8-(phenylsulfonyl)-1,3,4,8-tetrahydro-2H-[1,4]oxazepino[6,7-e]indole-2-carboxylate (Intermediate 17, 15 mg, 0.035 mmol) was dissolved in CHCl3 (2 mL) and N-chlorosuccinimide (7.0 mg, 0.053 mmol) was added. The mixture was heated at 70° C. overnight. The mixture was cooled to room temperature, TFA (1 mL) was added and the mixture was stirred for 10 minutes and evaporated. The crude material was purified by preparative HPLC (ACE C8, 0.1% TFA-CH3CN) to give the title compound as a light ...